From a dataset of the Open Reaction Database (ORD), a public repository of structured organic reaction records. describe an organic reaction: reactants, conditions, products, and yield Starting materials: OC1=CC=CC(=C1C(C=CC1CC=C(C=C1)C)=O)OCC(=O)OC (6′-hydroxy-2′-methoxycarbonylmethoxy-4-methyldihydrochalcone), C[O-].[Na+] (sodium methoxide), Cl (hydrochloric acid). Solvent: CO (methanol). Product: OC1=CC=CC2=C1C(=CO2)CCC2=CC=C(C=C2)C (4-Hydroxy-3-[2-(4-methylphenyl)ethyl]benzofuran). The yield is 29.2%. Reaction SMILES: [OH:1][C:2]1[C:7]([C:8](=O)[CH:9]=[CH:10][CH:11]2[CH:16]=[CH:15][C:14]([CH3:17])=[CH:13][CH2:12]2)=[C:6]([O:19][CH2:20]C(OC)=O)[CH:5]=[CH:4][CH:3]=1.C[O-].[Na+].Cl>CO>[OH:1][C:2]1[C:7]2[C:8]([CH2:9][CH2:10][C:11]3[CH:12]=[CH:13][C:14]([CH3:17])=[CH:15][CH:16]=3)=[CH:20][O:19][C:6]=2[CH:5]=[CH:4][CH:3]=1 |f:1.2|. Reported procedure: To a solution of 6′-hydroxy-2′-methoxycarbonylmethoxy-4-methyldihydrochalcone (0.58 g) in methanol (10 mL) was added sodium methoxide (28% methanol solution, 0.68 mL), and the mixture was heated for reflux overnight. The reaction mixture was cooled to room temperature and poured into 1 mol/L hydrochloric acid. The resulting mixture was extracted with ethyl acetate, and the extract was washed with water and dried over anhydrous magnesium sulfate. The solvent was removed under reduced pressure, an...